From a dataset of the Open Reaction Database (ORD), a public repository of structured organic reaction records. describe an organic reaction: reactants, conditions, products, and yield Reactants: COCOC1=C(C(=O)OC)C=CC(=C1)C (methyl 2-methoxymethoxy-4-methylbenzoate), BrN1C(CCC1=O)=O (N-bromosuccinimide). Reagents/catalysts: C(C1=CC=CC=C1)(=O)OOC(C1=CC=CC=C1)=O (benzoyl peroxide). The solvent is C(Cl)(Cl)(Cl)Cl (carbon tetrachloride). Product: BrCC1=CC(=C(C(=O)OC)C=C1)OCOC (methyl 4-bromomethyl-2-methoxymethoxybenzoate). Isolated yield 101.9%. RXN SMILES: [CH3:1][O:2][CH2:3][O:4][C:5]1[CH:14]=[C:13]([CH3:15])[CH:12]=[CH:11][C:6]=1[C:7]([O:9][CH3:10])=[O:8].[Br:16]N1C(=O)CCC1=O>C(Cl)(Cl)(Cl)Cl.C(OOC(=O)C1C=CC=CC=1)(=O)C1C=CC=CC=1>[Br:16][CH2:15][C:13]1[CH:12]=[CH:11][C:6]([C:7]([O:9][CH3:10])=[O:8])=[C:5]([O:4][CH2:3][O:2][CH3:1])[CH:14]=1. Procedure details: To a solution of methyl 2-methoxymethoxy-4-methylbenzoate (9.41 g, 0.0448 mol) in 150 mL of carbon tetrachloride was added N-bromosuccinimide (7.97 g, 0.0448 mol) and benzoyl peroxide (0.45 g, 0.002 mol). The reaction mixture was refluxed for 18 hours. The solid was filtered and the filtrate was concentrated in vacuo to give 13.2 g of an oil. The product was purified by flash chromatography on silica gel eluting with 20% ethyl acetate in hexane to give 10.2 g (79%) of product as an oil. As a reaction SMILES: [CH3:31][OH:32].[CH3:3][O:4][c:5]1[c:6]([CH2:7][CH:8]([C:9](=[O:10])[O:11][CH2:12][CH3:13])[C:14](=[O:15])[O-:16])[cH:17][cH:18][cH:19][c:20]1[C:21]([c:22]1[cH:23][cH:24][c:25]([Cl:28])[cH:26][cH:27]1)=[O:29].[Na+:2].[OH-:1].[OH2:30]>>[CH3:3][O:4][c:5]1[c:6]([CH2:7][CH:8]([C:9](=[O:10])[OH:11])[C:14](=[O:15])[OH:16])[cH:17][cH:18][cH:19][c:20]1[C:21]([c:22]1[cH:23][cH:24][c:25]([Cl:28])[cH:26][cH:27]1)=[O:29]. Product: COc1c(CC(C(=O)O)C(=O)O)cccc1C(=O)c1ccc(Cl)cc1. The reactants are CO, CCOC(=O)C(Cc1cccc(C(=O)c2ccc(Cl)cc2)c1OC)C(=O)[O-], [Na+], [OH-], O. Reactants: Cl.CNC(OC=1C=C2CC(C2=CC1)CN(C)CCC(=O)N1CCC2=C(CC1)C=C(C(=C2)OC)OC)=O (7-{[[3-(7,8-Dimethoxy-1,2,4,5-tetrahydro-3H-3-benzazepin-3-yl)-3-oxopropyl](methyl)amino]methyl}bicyclo[4.2.0]octa-1,3,5-trien-3-yl methylcarbamate hydrochloride), COC1=CC2=C(CCN(CC2)C(CCN(C)CC2CC3=CC=C(C=C23)O)=O)C=C1OC (8-({[3-(7,8-Dimethoxy-1,2,4,5-tetrahydro-3H-3-benzazepin-3-yl)-3-oxopropyl](methyl)amino}methyl)bicyclo[4.2.0]octa-1,3,5-trien-3-ol). Yields the product Cl.CNC(OC=1C=C2C(CC2=CC1)CN(C)CCC(=O)N1CCC2=C(CC1)C=C(C(=C2)OC)OC)=O (8-{[[3-(7,8-Dimethoxy-1,2,4,5-tetrahydro-3H-3-benzazepin-3-yl)-3-oxopropyl](methyl)amino]methyl}bicyclo[4.2.0]octa-1,3,5-trien-3-yl methylcarbamate hydrochloride). Reaction SMILES: [ClH:1].[CH3:2][NH:3][C:4](=O)[O:5]C1C=C2C(=CC=1)C(CN(CCC(N1CCC3C=C(OC)C(OC)=CC=3CC1)=O)C)C2.[CH3:37][O:38][C:39]1[C:65]([O:66][CH3:67])=[CH:64][C:42]2[CH2:43][CH2:44][N:45]([C:48](=[O:63])[CH2:49][CH2:50][N:51]([CH2:53][CH:54]3[C:61]4[C:56](=[CH:57][CH:58]=[C:59]([OH:62])[CH:60]=4)[CH2:55]3)[CH3:52])[CH2:46][CH2:47][C:41]=2[CH:40]=1>>[ClH:1].[CH3:2][NH:3][C:4](=[O:5])[O:62][C:59]1[CH:60]=[C:61]2[C:56](=[CH:57][CH:58]=1)[CH2:55][CH:54]2[CH2:53][N:51]([CH2:50][CH2:49][C:48]([N:45]1[CH2:46][CH2:47][C:41]2[CH:40]=[C:39]([O:38][CH3:37])[C:65]([O:66][CH3:67])=[CH:64][C:42]=2[CH2:43][CH2:44]1)=[O:63])[CH3:52] |f:0.1,3.4|. Procedure details: Obtained in the same manner as the compound of Example 44 but using the compound of Example 45 instead of the compound of Example 43. The reactants are O (water), FC1=CC=C(C=C1)O (p-fluorophenol), C[O-].[Na+] (sodium methoxide), BrC(C(=O)OC)C1=CC=C(C=C1)SC1=CC=C(C=C1)Cl (methyl α-bromo-α-[p-(p-chlorophenylthio)phenyl]acetate). Reagents/catalysts: [I-].[K+] (potassium iodide). The solvent is CO (methanol), C1=CC=CC=C1 (benzene). Yields the product FC1=CC=C(OC(C(=O)OC)C2=CC=C(C=C2)SC2=CC=C(C=C2)Cl)C=C1 (Methyl α-(p-fluorophenoxy)-α-[p-(p-chlorophenylthio)phenyl]acetate). Yield: 65.8%. As a reaction SMILES: [F:1][C:2]1[CH:7]=[CH:6][C:5]([OH:8])=[CH:4][CH:3]=1.C[O-].[Na+].Br[CH:13]([C:18]1[CH:23]=[CH:22][C:21]([S:24][C:25]2[CH:30]=[CH:29][C:28]([Cl:31])=[CH:27][CH:26]=2)=[CH:20][CH:19]=1)[C:14]([O:16][CH3:17])=[O:15].O>CO.C1C=CC=CC=1.[I-].[K+]>[F:1][C:2]1[CH:7]=[CH:6][C:5]([O:8][CH:13]([C:18]2[CH:23]=[CH:22][C:21]([S:24][C:25]3[CH:30]=[CH:29][C:28]([Cl:31])=[CH:27][CH:26]=3)=[CH:20][CH:19]=2)[C:14]([O:16][CH3:17])=[O:15])=[CH:4][CH:3]=1 |f:1.2,7.8|. Procedure: To a solution of 2.8 g of p-fluorophenol, 1.19 g of sodium methoxide and 50 mg of potassium iodide in 40 ml of methanol was added 7.43 g of methyl α-bromo-α-[p-(p-chlorophenylthio)phenyl]acetate in 10 ml of benzene. The mixture was refluxed overnight and then cooled to room temperature. The mixture was poured into 100 ml of water and extracted with 2 × 75 ml of ether. The combined extracts were washed with 50 ml of 5% NaOH, 50 ml water, saturated brine, and dried (MgSO4). Evaporation of the solv... Starting materials: COc1ccc(CC(CCC(C)C)NC(=O)OC(C)(C)C)cc1OCCc1ccccc1, ClCCl, O=C(O)C(F)(F)F. Yields the product COc1ccc(CC(N)CCC(C)C)cc1OCCc1ccccc1. Reaction SMILES: [C:1]([O:2][C:3](=[O:4])[NH:8][CH:9]([CH2:10][c:11]1[cH:12][c:13]([O:19][CH2:20][CH2:21][c:22]2[cH:23][cH:24][cH:25][cH:26][cH:27]2)[c:14]([O:17][CH3:18])[cH:15][cH:16]1)[CH2:28][CH2:29][CH:30]([CH3:31])[CH3:32])([CH3:5])([CH3:6])[CH3:7].[Cl:33][CH2:34][Cl:35].[OH:36][C:37]([C:38]([F:39])([F:40])[F:41])=[O:42]>>[NH2:8][CH:9]([CH2:10][c:11]1[cH:12][c:13]([O:19][CH2:20][CH2:21][c:22]2[cH:23][cH:24][cH:25][cH:26][cH:27]2)[c:14]([O:17][CH3:18])[cH:15][cH:16]1)[CH2:28][CH2:29][CH:30]([CH3:31])[CH3:32]. Starting materials: CS(=O)(=O)OC[C@@H](C1=CC=CC=C1)NC(=O)OC(C)(C)C ((2R)-2-[(tert-butoxycarbonyl)amino]-2-phenylethyl methanesulfonate), N1CCC(CC1)C(=O)OCC (ethyl piperidine-4-carboxylate), C(C)(C)N(CC)C(C)C (diisopropylethylamine). Solvent: C1CCOC1 (THF). Conditions: temperature 70 celsius, time 14 hour. The product is C(C)(C)(C)OC(=O)N[C@@H](CN1CCC(CC1)C(=O)OCC)C1=CC=CC=C1 (ethyl 1-{(2R)-2-[(tert-butoxycarbonyl)amino]-2-phenylethyl}piperidine-4-carboxylate). Reaction SMILES: CS(O[CH2:6][C@H:7]([NH:14][C:15]([O:17][C:18]([CH3:21])([CH3:20])[CH3:19])=[O:16])[C:8]1[CH:13]=[CH:12][CH:11]=[CH:10][CH:9]=1)(=O)=O.[NH:22]1[CH2:27][CH2:26][CH:25]([C:28]([O:30][CH2:31][CH3:32])=[O:29])[CH2:24][CH2:23]1.C(N(C(C)C)CC)(C)C>C1COCC1>[C:18]([O:17][C:15]([NH:14][C@H:7]([C:8]1[CH:13]=[CH:12][CH:11]=[CH:10][CH:9]=1)[CH2:6][N:22]1[CH2:27][CH2:26][CH:25]([C:28]([O:30][CH2:31][CH3:32])=[O:29])[CH2:24][CH2:23]1)=[O:16])([CH3:21])([CH3:20])[CH3:19]. Procedure: To a solution of 1 g of (2R)-2-[(tert-butoxycarbonyl)amino]-2-phenylethyl methanesulfonate in 5 mL of THF were added 0.4 mL of ethyl piperidine-4-carboxylate and 1 mL of diisopropylethylamine, followed by stirring at 70° C. for 14 hours, and the solvent was evaporated under reduced pressure. The obtained residue was purified by silica gel column chromatography to obtain 160 mg of ethyl 1-{(2R)-2-[(tert-butoxycarbonyl)amino]-2-phenylethyl}piperidine-4-carboxylate. Starting materials: [BH4-], C=O, CO, Cn1c2c(c3cccc(I)c31)CNCC2, [Na+], O. Product: CN1CCc2c(c3cccc(I)c3n2C)C1. As a reaction SMILES: [BH4-:18].[CH2:16]=[O:17].[CH3:20][OH:21].[I:1][c:2]1[cH:3][cH:4][cH:5][c:6]2[c:7]3[c:8]([n:9]([CH3:11])[c:10]12)[CH2:12][CH2:13][NH:14][CH2:15]3.[Na+:19].[OH2:22]>>[I:1][c:2]1[cH:3][cH:4][cH:5][c:6]2[c:7]3[c:8]([n:9]([CH3:11])[c:10]12)[CH2:12][CH2:13][N:14]([CH3:16])[CH2:15]3.